This data is from the Open Reaction Database (ORD), a public repository of structured organic reaction records. The task is: describe an organic reaction: reactants, conditions, products, and yield Starting materials: [N+](=O)(O)[O-] (nitric acid), C(C)(C)C(C(=O)O)C1=CC=C(C=C1)O (α-isopropyl-4-hydroxyphenylacetic acid), ice water. Solvent: C(C)(=O)O (acetic acid). Reaction conditions: temperature 40 celsius, time 8 hour. The product is C(C)(C)C(C(=O)O)C1=CC(=C(C=C1)O)[N+](=O)[O-] (α-Isopropyl-3-nitro-4-hydroxyphenylacetic acid). As a reaction SMILES: [CH:1]([CH:4]([C:8]1[CH:13]=[CH:12][C:11]([OH:14])=[CH:10][CH:9]=1)[C:5]([OH:7])=[O:6])([CH3:3])[CH3:2].[N+:15]([O-])([OH:17])=[O:16]>C(O)(=O)C>[CH:1]([CH:4]([C:8]1[CH:13]=[CH:12][C:11]([OH:14])=[C:10]([N+:15]([O-:17])=[O:16])[CH:9]=1)[C:5]([OH:7])=[O:6])([CH3:3])[CH3:2]. Procedure: A mixture of α-isopropyl-4-hydroxyphenylacetic acid (18.2 g, 0.094 mol) in acetic acid (130 ml) is heated to 40° C. and nitric acid (70%, 9.56 g, 0.095 mol) is added at such a rate that the reaction temperature is maintained at 38°-40° and never exceeded 45° C. The reaction mixture is stirred at 40°-42° C. overnight and poured into ice-water. The yellow solid is collected by filtration, washed and dried (19.1 g); m.p. 103°-105°. The reactants are C(=C)C=1C(NC(NC1)=O)=O (5-vinyluracil), ICl (iodine monochloride). The solvent is CN(C=O)C (dimethylformamide), CN(C=O)C (dimethylformamide). Conditions: time 30 minute. The product is I/C=C/C=1C(NC(NC1)=O)=O (E-5-(2-iodovinyl)uracil). Isolated yield 75.8%. As a reaction SMILES: [CH:1]([C:3]1[C:4](=[O:10])[NH:5][C:6](=[O:9])[NH:7][CH:8]=1)=[CH2:2].[I:11]Cl>CN(C)C=O>[I:11]/[CH:2]=[CH:1]/[C:3]1[C:4](=[O:10])[NH:5][C:6](=[O:9])[NH:7][CH:8]=1. Reported procedure: 5-vinyluracil (1.1 g, 8 mmoles) was dissolved in dry dimethylformamide (40 ml). To this solution was added a solution of iodine monochloride (1.28 g, 8 mmoles) in dry dimethylformamide (20 ml). The reaction mixture was allowed to stand, with occasional shaking, for 30 minutes and then heated at 100° for 30 minutes. The solution was then evaporated under reduced pressure to a brown oil to which was added water (20 ml). The resulting dark brown suspension was filtered and the brown solid collected... RXN SMILES: [NH2:1][C:2]1[CH:18]=[CH:17][CH:16]=[C:15]([S:19][C:20]2[CH:25]=[CH:24][C:23]([N+:26]([O-:28])=[O:27])=[CH:22][CH:21]=2)[C:3]=1[C:4]([NH:6][C:7]1[CH:12]=[CH:11][CH:10]=[CH:9][C:8]=1[O:13][CH3:14])=[O:5].[C:29]1([S:35](Cl)(=[O:37])=[O:36])[CH:34]=[CH:33][CH:32]=[CH:31][CH:30]=1>N1C=CC=CC=1>[CH3:14][O:13][C:8]1[CH:9]=[CH:10][CH:11]=[CH:12][C:7]=1[NH:6][C:4](=[O:5])[C:3]1[C:2]([NH:1][S:35]([C:29]2[CH:34]=[CH:33][CH:32]=[CH:31][CH:30]=2)(=[O:37])=[O:36])=[CH:18][CH:17]=[CH:16][C:15]=1[S:19][C:20]1[CH:21]=[CH:22][C:23]([N+:26]([O-:28])=[O:27])=[CH:24][CH:25]=1. Reactants: NC1=C(C(=O)NC2=C(C=CC=C2)OC)C(=CC=C1)SC1=CC=C(C=C1)[N+](=O)[O-] (2-amino-N-(2-methoxyphenyl)-6-(4-nitrophenylthi-o)benzamide), C1(=CC=CC=C1)S(=O)(=O)Cl (benzenesulfonyl chloride). The solvent is N1=CC=CC=C1 (azabenzene). Product: COC1=C(C=CC=C1)NC(C1=C(C=CC=C1NS(=O)(=O)C1=CC=CC=C1)SC1=CC=C(C=C1)[N+](=O)[O-])=O (N-(2-methoxyphenyl)-2-(4-nitrophenylthio)-6-(phenylsulfonamido)benzamide). Isolated yield 67.0%. Procedure: Compound 25 (1.0 equiv.) was dissolved in azabenzene (40 mL) at room temperature. To this mixture was added benzenesulfonyl chloride (1.2 equiv.). After being stirred for 10 Hours at room temperature, the reaction mixture was concentrated under reduced pressure. The crude residue was diluted ethyl acetate (50 mL), washed with water (3×20 mL), dried over anhydrous Na2SO4, filtered, and concentrated under reduced pressure. The residue was purified by silica gel column chromatography (1:4 v/v ethyl...